From a dataset of the Open Reaction Database (ORD), a public repository of structured organic reaction records. describe an organic reaction: reactants, conditions, products, and yield Starting materials: C1(O)=CC=C(O)C=C1 (hydroquinone), C(=C)C1=CC=CC2=CC=CC=C12 (vinylnaphthalene), C(=C)C1=C(C=CC=C1)O (vinylphenol), C(=C)C1=C(C=CC=C1)O (vinylphenol), C(C(=C)C)(=O)OC(C)(C)C (tert-butyl methacrylate), C(=C)C1=CC2=CC=CC=C2C=C1 (2-vinylnaphthalene), CC(C)(C#N)N=NC(C)(C)C#N (AIBN), 50g. Solvent: C1(=CC=CC=C1)C (toluene). Conditions: temperature 80 celsius, time 11 hour. Product: C(=C)C1=C(C=CC=C1)O.C(C(=C)C)(=O)OC(C)(C)C.C(=C)C1=CC2=CC=CC=C2C=C1 (vinylphenol tert-butyl methacrylate 2-vinylnaphthalene). As a reaction SMILES: [CH:1]([C:3]1[CH:8]=[CH:7][CH:6]=[CH:5][C:4]=1[OH:9])=[CH2:2].[C:10]([O:15][C:16]([CH3:19])([CH3:18])[CH3:17])(=[O:14])[C:11]([CH3:13])=[CH2:12].[CH:20]([C:22]1[CH:31]=[CH:30][C:29]2[C:24](=[CH:25][CH:26]=[CH:27][CH:28]=2)[CH:23]=1)=[CH2:21].CC(N=NC(C#N)(C)C)(C#N)C.C1(C=CC(O)=CC=1)O.C(C1C2C(=CC=CC=2)C=CC=1)=C>C1(C)C=CC=CC=1>[CH:1]([C:3]1[CH:8]=[CH:7][CH:6]=[CH:5][C:4]=1[OH:9])=[CH2:2].[C:10]([O:15][C:16]([CH3:19])([CH3:18])[CH3:17])(=[O:14])[C:11]([CH3:13])=[CH2:12].[CH:20]([C:22]1[CH:31]=[CH:30][C:29]2[C:24](=[CH:25][CH:26]=[CH:27][CH:28]=2)[CH:23]=1)=[CH2:21] |f:7.8.9|. Reported procedure: 5.54 g (0.05 mol) of vinylphenol, 5.47 g (0.04 mol) of tert-butyl methacrylate, 2.37g (0.02 mol) of 2-vinylnaphthalene and 0.8205 g (5 mol %) of AIBN were charged into 50g (1.7 M) of toluene. After the mixture was stirred at 80° C. for 11 hours, hydroquinone was added and the polymerization was stopped. Toluene was evaporated by an evaporator to prepare a THF solution, and reprecipitation was repeated using cyclohexane. The polymer thus refined was dried in a vacuum baking oven at 40° C. for 14 ... Reactants: O=C([O-])[O-], CCOC(=O)CC1(CCC(C=Cc2ccccc2O)Cc2ccc(C(=O)OC(C)(C)C)cc2)CC1, CC#N, FC(F)(F)Oc1ccc(CBr)cc1, [K+], [K+]. RXN SMILES: [C:14](=[O:15])([O-:16])[O-:17].[CH2:20]([CH3:21])[O:22][C:23]([CH2:24][C:25]1([CH2:28][CH2:29][CH:30]([CH2:31][c:32]2[cH:33][cH:34][c:35]([C:36](=[O:37])[O:38][C:39]([CH3:40])([CH3:41])[CH3:42])[cH:43][cH:44]2)[CH:45]=[CH:46][c:47]2[c:48]([OH:53])[cH:49][cH:50][cH:51][cH:52]2)[CH2:26][CH2:27]1)=[O:54].[CH3:55][C:56]#[N:57].[F:1][C:2]([O:3][c:4]1[cH:5][cH:6][c:7]([CH2:8][Br:9])[cH:10][cH:11]1)([F:12])[F:13].[K+:18].[K+:19]>>[F:1][C:2]([O:3][c:4]1[cH:5][cH:6][c:7]([CH2:8][O:53][c:48]2[c:47]([CH:46]=[CH:45][CH:30]([CH2:29][CH2:28][C:25]3([CH2:24][C:23]([O:22][CH2:20][CH3:21])=[O:54])[CH2:26][CH2:27]3)[CH2:31][c:32]3[cH:33][cH:34][c:35]([C:36](=[O:37])[O:38][C:39]([CH3:40])([CH3:41])[CH3:42])[cH:43][cH:44]3)[cH:52][cH:51][cH:50][cH:49]2)[cH:10][cH:11]1)([F:12])[F:13]. The product is CCOC(=O)CC1(CCC(C=Cc2ccccc2OCc2ccc(OC(F)(F)F)cc2)Cc2ccc(C(=O)OC(C)(C)C)cc2)CC1.